From a dataset of the Open Reaction Database (ORD), a public repository of structured organic reaction records. describe an organic reaction: reactants, conditions, products, and yield Starting materials: CC[N+](CC)(CC)Cc1ccccc1, CC(c1cccc(C(F)(F)F)c1[N+](=O)[O-])S(C)(=O)=O, CC(=O)O, CCOC(C)=O, CCO, CS(=O)(=O)Cc1cccc(C(F)(F)F)c1[N+](=O)[O-], [Cl-], ClCCl, [Na+], [OH-]. The product is CC(c1cccc(C(F)(F)F)c1N)S(C)(=O)=O. As a reaction SMILES: [CH2:44]([N+:45]([CH2:46][CH3:47])([CH2:48][CH3:49])[CH2:50][c:51]1[cH:52][cH:53][cH:54][cH:55][cH:56]1)[CH3:57].[CH3:24][S:25](=[O:26])(=[O:27])[CH:28]([CH3:29])[c:30]1[c:31]([N+:40]([O-:41])=[O:42])[c:32]([C:36]([F:37])([F:38])[F:39])[cH:33][cH:34][cH:35]1.[CH3:58][C:59](=[O:60])[OH:61].[CH3:62][CH2:63][O:64][C:65]([CH3:66])=[O:67].[CH3:68][CH2:69][OH:70].[CH3:6][S:7]([CH2:8][c:9]1[cH:10][cH:11][cH:12][c:13]([C:14]([F:15])([F:16])[F:17])[c:18]1[N+:19]([O-:20])=[O:21])(=[O:22])=[O:23].[Cl-:43].[Cl:3][CH2:4][Cl:5].[Na+:2].[OH-:1]>>[CH3:24][S:25](=[O:26])(=[O:27])[CH:28]([CH3:29])[c:30]1[c:31]([NH2:40])[c:32]([C:36]([F:37])([F:38])[F:39])[cH:33][cH:34][cH:35]1. Reactants: C(C1=CC=CC=C1)C1=CC=C(C=C1)NC1=C(C=NC2=CC=C(C=C12)Cl)C(=O)OCC (Ethyl 4-(4-benzylphenylamino)-6-chloroquinoline-3-carboxylate), [H-].[Al+3].[Li+].[H-].[H-].[H-] (lithium aluminum hydride), O (water). Run in CCO (EtOH), C1CCOC1 (THF), C1CCOC1 (THF). Conditions: time 30 minute. Product: C(C1=CC=CC=C1)C1=CC=C(C=C1)NC1=C(C=NC2=CC=C(C=C12)Cl)CO ((4-(4-benzylphenylamino)-6-chloroquinolin-3-yl)methanol). Isolated yield 90.3%. As a reaction SMILES: [CH2:1]([C:8]1[CH:13]=[CH:12][C:11]([NH:14][C:15]2[C:24]3[C:19](=[CH:20][CH:21]=[C:22]([Cl:25])[CH:23]=3)[N:18]=[CH:17][C:16]=2[C:26](OCC)=[O:27])=[CH:10][CH:9]=1)[C:2]1[CH:7]=[CH:6][CH:5]=[CH:4][CH:3]=1.[H-].[Al+3].[Li+].[H-].[H-].[H-].O>C1COCC1.CCO>[CH2:1]([C:8]1[CH:9]=[CH:10][C:11]([NH:14][C:15]2[C:24]3[C:19](=[CH:20][CH:21]=[C:22]([Cl:25])[CH:23]=3)[N:18]=[CH:17][C:16]=2[CH2:26][OH:27])=[CH:12][CH:13]=1)[C:2]1[CH:7]=[CH:6][CH:5]=[CH:4][CH:3]=1 |f:1.2.3.4.5.6|. Reported procedure: To a solution of Ethyl 4-(4-benzylphenylamino)-6-chloroquinoline-3-carboxylate (1.1 g, 2.6 mmol) in THF (13 mL) was added lithium aluminum hydride 2 M solution in THF (4.0 mL, 8.0 mmol) in portions over 10 min at 0° C. The dark brown reaction mixture was stirred at room temperature for 30 min and then treated with 3 mL of water. The resulting solution was dried over MgSO4, filtered and concentrated. The crude product was purified by flash column chromatography using a 95:5 v/v CH2Cl2:EtOH as sol... Reactants: Cc1c(CCC(=O)O)n(Cc2ccc(-n3ccnc3)cc2)c2ccc(F)cc12, N, CN(C)C=O, O=S(Cl)Cl. Product: Cc1c(CCC(N)=O)n(Cc2ccc(-n3ccnc3)cc2)c2ccc(F)cc12. As a reaction SMILES: [F:1][c:2]1[cH:3][c:4]2[c:5]([CH3:28])[c:6]([CH2:23][CH2:24][C:25](=[O:26])[OH:27])[n:7]([CH2:11][c:12]3[cH:13][cH:14][c:15](-[n:18]4[cH:19][n:20][cH:21][cH:22]4)[cH:16][cH:17]3)[c:8]2[cH:9][cH:10]1.[NH3:33].[O:34]=[CH:35][N:36]([CH3:37])[CH3:38].[S:29]([Cl:30])([Cl:31])=[O:32]>>[F:1][c:2]1[cH:3][c:4]2[c:5]([CH3:28])[c:6]([CH2:23][CH2:24][C:25](=[O:27])[NH2:33])[n:7]([CH2:11][c:12]3[cH:13][cH:14][c:15](-[n:18]4[cH:19][n:20][cH:21][cH:22]4)[cH:16][cH:17]3)[c:8]2[cH:9][cH:10]1. As a reaction SMILES: Br[C:2]1[CH:3]=[C:4]2[C:9](=[CH:10][CH:11]=1)[N:8]=[CH:7][C:6]([C:12]([CH:14]1[CH2:16][CH2:15]1)=[O:13])=[C:5]2[N:17]1[CH2:22][CH2:21][CH:20]([CH2:23][N:24]2[CH2:28][CH2:27][CH2:26][CH2:25]2)[CH2:19][CH2:18]1.[F:29][C:30]1[CH:35]=[C:34](B2OC(C)(C)C(C)(C)O2)[CH:33]=[C:32]([O:45][CH3:46])[C:31]=1[OH:47]>>[CH:14]1([C:12]([C:6]2[CH:7]=[N:8][C:9]3[C:4]([C:5]=2[N:17]2[CH2:22][CH2:21][CH:20]([CH2:23][N:24]4[CH2:28][CH2:27][CH2:26][CH2:25]4)[CH2:19][CH2:18]2)=[CH:3][C:2]([C:34]2[CH:33]=[C:32]([O:45][CH3:46])[C:31]([OH:47])=[C:30]([F:29])[CH:35]=2)=[CH:11][CH:10]=3)=[O:13])[CH2:15][CH2:16]1. Yield: 51.8%. Starting materials: BrC=1C=C2C(=C(C=NC2=CC1)C(=O)C1CC1)N1CCC(CC1)CN1CCCC1 ({6-bromo-4-[4-(pyrrolidin-1-ylmethyl)piperidin-1-yl]quinolin-3-yl}(cyclopropyl)methanone), FC1=C(C(=CC(=C1)B1OC(C(O1)(C)C)(C)C)OC)O (2-fluoro-6-methoxy-4-(4,4,5,5-tetramethyl-1,3,2-dioxaborolan-2-yl)phenol). Product: C1(CC1)C(=O)C=1C=NC2=CC=C(C=C2C1N1CCC(CC1)CN1CCCC1)C1=CC(=C(C(=C1)OC)O)F (Cyclopropyl{6-(3-fluoro-4-hydroxy-5-methoxyphenyl)-4-[4-(pyrrolidin-1-ylmethyl)piperidin-1-yl]quinolin-3-yl}methanone). Reported procedure: Following general procedure D, {6-bromo-4-[4-(pyrrolidin-1-ylmethyl)piperidin-1-yl]quinolin-3-yl}(cyclopropyl)methanone (26 mg, 0.059 mmol) was reacted with 2-fluoro-6-methoxy-4-(4,4,5,5-tetramethyl-1,3,2-dioxaborolan-2-yl)phenol (32 mg, 0.118 mmol) to afford the desired product (15.4 mg, 52%) as a gray solid: 1H NMR (500 MHz, CD3OD) δ 8.78 (s, 1H), 8.27 (s, 1H), 8.03 (s, 2H), 7.23-7.04 (m, 2H), 3.99 (s, 3H), 3.54 (d, J=12.8 Hz, 2H), 3.28-3.11 (m, 6H), 3.05 (d, J=6.6 Hz, 2H), 2.63-2.51 (m, 1H), ... The reactants are COC=1C(C2CC=CCC2C(C1)=O)=O (2-methoxy-4a,5,8,8a-tetrahydronaphthalene-1,4-dione), N#N (N2), Cl (HCl), N#N (N2), CO3, benzene petroleum ether. Solvent: CO (MeOH). Product: COC1=C(C=2CC=CCC2C(=C1)O)O (2-Methoxy-5,8-dihydronaphthalene-1,4-diol). RXN SMILES: [CH3:1][O:2][C:3]1[C:4](=[O:14])[CH:5]2[CH:10]([C:11](=[O:13])[CH:12]=1)[CH2:9][CH:8]=[CH:7][CH2:6]2.N#N.Cl>CO>[CH3:1][O:2][C:3]1[CH:12]=[C:11]([OH:13])[C:10]2[CH2:9][CH:8]=[CH:7][CH2:6][C:5]=2[C:4]=1[OH:14]. Reported procedure: A solution of 2-methoxy-4a,5,8,8a-tetrahydronaphthalene-1,4-dione (55, 542 mg, 2.82 mmol) in MeOH (50 mL) was purged with a stream of N2 for 5 min with stirring at rt. With continued N2 purging, solid K2 CO3 (390 mg, 2.82 mmol, Baker) was added to the stirred solution. The solution immediately turned yellow. The reaction was allowed to stir for 15 min at rt under N2, after which it was brown. To this there was added a dilute HCl solution (10% concd HCl, 90% H2O, 50 mL) in one portion. The MeOH w... Starting materials: C(C1=CC=CC=C1)OC=1C=C2C=CN(C2=CC1)S(=O)(=O)C1=CC=CC=C1 (5-(benzyloxy)-1-(phenylsulfonyl)-1H-indole), C(C1=CC=CC=C1)OC=1C=C2C=CN(C2=CC1)S(=O)(=O)C1=CC=CC=C1 (5-(benzyloxy)-1-(phenylsulfonyl)-1H-indole), C(=O)[O-].[NH4+] (ammonium formate). The reagents and catalysts are [Pd] (Pd/C). Solvent: C1CCOC1.CO (THF MeOH). Run at time 8 hour. Product: C1(=CC=CC=C1)S(=O)(=O)N1C=CC2=CC(=CC=C12)O (1-(Phenylsulfonyl)-1H-indol-5-ol). Yield: 93.1%. As a reaction SMILES: C([O:8][C:9]1[CH:10]=[C:11]2[C:15](=[CH:16][CH:17]=1)[N:14]([S:18]([C:21]1[CH:26]=[CH:25][CH:24]=[CH:23][CH:22]=1)(=[O:20])=[O:19])[CH:13]=[CH:12]2)C1C=CC=CC=1.C([O-])=O.[NH4+]>C1COCC1.CO.[Pd]>[C:21]1([S:18]([N:14]2[C:15]3[C:11](=[CH:10][C:9]([OH:8])=[CH:17][CH:16]=3)[CH:12]=[CH:13]2)(=[O:19])=[O:20])[CH:22]=[CH:23][CH:24]=[CH:25][CH:26]=1 |f:1.2,3.4|. Procedure: Pd/C 10 wt. % (0.10 g, 0.094 mmol) was added to a solution of 5-(benzyloxy)-1-(phenylsulfonyl)-1H-indole (Intermediate 7, 6.00 g, 16.5 mmol) and ammonium formate (15.6 g, 248 mmol) in THF/MeOH 1:1 (300 mL). The reaction mixture was stirred overnight at room temperature and filtered through a short plug of silica gel. The filtrate was evaporated and dissolved in DCM and filtered through a plug of silica gel eluating with 2.5% MeOH in DCM. The purest fractions (monitored by TLC) were evaporated to...